Dataset: the Open Reaction Database (ORD), a public repository of structured organic reaction records. Task: describe an organic reaction: reactants, conditions, products, and yield Reactants: N1C=NC=C1 (imidazole), BrCC1=CC=C(C=C1)[N+](=O)[O-] (p-bromomethylnitrobenzene), C([O-])([O-])=O.[K+].[K+] (potassium carbonate). Solvent: C1(=CC=CC=C1)C (toluene). Yields the product N1C(=NC=C1)CC1=CC=C(C=C1)[N+](=O)[O-] (p-(1-imidazolylmethyl)nitrobenzene). Isolated yield 68.7%. As a reaction SMILES: [NH:1]1[CH:5]=[CH:4][N:3]=[CH:2]1.Br[CH2:7][C:8]1[CH:13]=[CH:12][C:11]([N+:14]([O-:16])=[O:15])=[CH:10][CH:9]=1.C(=O)([O-])[O-].[K+].[K+]>C1(C)C=CC=CC=1>[NH:1]1[CH:5]=[CH:4][N:3]=[C:2]1[CH2:7][C:8]1[CH:13]=[CH:12][C:11]([N+:14]([O-:16])=[O:15])=[CH:10][CH:9]=1 |f:2.3.4|. Procedure details: A mixture of 13.6 g of imidazole, 43.2 g of p-bromomethylnitrobenzene and 55.2 g of anhydrous potassium carbonate in 300 ml of dry toluene was refluxed for 18 hours. After concentration under reduced pressure, 200 ml of dichloromethane was added to the residue and insoluble salts were filtered off. The filtrate was evaporated and the residue was chromatographed on silica gel using dichloromethane-ethanol (20:1 by volume) to give 27.9 g of p-(1-imidazolylmethyl)nitrobenzene as pale yellow platele... The reactants are C1CCOC1, CCO, [Na+], [OH-], COC(=O)c1ccc(Oc2c(-c3ccc(O)cc3)c(C(F)(F)F)cc3ccccc23)cc1. Yields the product O=C(O)c1ccc(Oc2c(-c3ccc(O)cc3)c(C(F)(F)F)cc3ccccc23)cc1. As a reaction SMILES: [CH2:35]1[O:36][CH2:37][CH2:38][CH2:39]1.[CH3:40][CH2:41][OH:42].[Na+:34].[OH-:33].[OH:1][c:2]1[cH:3][cH:4][c:5](-[c:8]2[c:9]([O:22][c:23]3[cH:24][cH:25][c:26]([C:27](=[O:28])[O:29][CH3:30])[cH:31][cH:32]3)[c:10]3[cH:11][cH:12][cH:13][cH:14][c:15]3[cH:16][c:17]2[C:18]([F:19])([F:20])[F:21])[cH:6][cH:7]1>>[OH:1][c:2]1[cH:3][cH:4][c:5](-[c:8]2[c:9]([O:22][c:23]3[cH:24][cH:25][c:26]([C:27](=[O:28])[OH:29])[cH:31][cH:32]3)[c:10]3[cH:11][cH:12][cH:13][cH:14][c:15]3[cH:16][c:17]2[C:18]([F:19])([F:20])[F:21])[cH:6][cH:7]1. The reactants are CC(Oc1cc(-c2cnn(C3CCN(C(=O)OC(C)(C)C)CC3)c2)cnc1N)c1c(Cl)ccc(F)c1Cl, ClCCl, Cl, C1COCCO1. Yields the product CC(Oc1cc(-c2cnn(C3CCNCC3)c2)cnc1N)c1c(Cl)ccc(F)c1Cl. Reaction SMILES: [C:1]([O:2][C:3](=[O:4])[N:8]1[CH2:9][CH2:10][CH:11]([n:14]2[n:15][cH:16][c:17](-[c:19]3[cH:20][n:21][c:22]([NH2:37])[c:23]([O:25][CH:26]([CH3:27])[c:28]4[c:29]([Cl:36])[c:30]([F:35])[cH:31][cH:32][c:33]4[Cl:34])[cH:24]3)[cH:18]2)[CH2:12][CH2:13]1)([CH3:5])([CH3:6])[CH3:7].[Cl:45][CH2:46][Cl:47].[ClH:38].[O:39]1[CH2:40][CH2:41][O:42][CH2:43][CH2:44]1>>[NH:8]1[CH2:9][CH2:10][CH:11]([n:14]2[n:15][cH:16][c:17](-[c:19]3[cH:20][n:21][c:22]([NH2:37])[c:23]([O:25][CH:26]([CH3:27])[c:28]4[c:29]([Cl:36])[c:30]([F:35])[cH:31][cH:32][c:33]4[Cl:34])[cH:24]3)[cH:18]2)[CH2:12][CH2:13]1.